Dataset: the Open Reaction Database (ORD), a public repository of structured organic reaction records. Task: describe an organic reaction: reactants, conditions, products, and yield Starting materials: CC(CC(C)=O)(C)C (4,4-dimethyl-pentan-2-one), C(C)(=O)O.C(=N)N (formamidine acetate). Solvent: C(CCC)O (butanol). Run at temperature 130 celsius, time 24 hour. Yields the product CC(CC1=NC=NC=C1)(C)C (4-(2,2-dimethyl-propyl)-pyrimidine). Yield: 33.3%. As a reaction SMILES: [CH3:1][C:2]([CH3:8])([CH3:7])[CH2:3][C:4](=O)[CH3:5].[C:9](O)(=O)C.[CH:13]([NH2:15])=[NH:14]>C(O)CCC>[CH3:1][C:2]([CH3:8])([CH3:7])[CH2:3][C:4]1[CH:5]=[CH:9][N:15]=[CH:13][N:14]=1 |f:1.2|. Procedure details: A 100 mL reaction flask is charged with 4,4-dimethyl-pentan-2-one (10 g, 0.1 mol), formamidine acetate (57 g, 0.5 mol), and butanol (50 mL). The reaction mixture is heated to 130° C. and stirred for 24 hours. The crude mass is washed once with aqueous sulfuric acid (10%, 100 mL) followed by twice with brine (30 mL). Butanol is recovered by roto-evaporation. The crude product is further purified with liquid chromatography (Biotage® system) and then crystallized. Product 4-(2,2-dimethyl-propyl)-py... The reactants are CC(=O)O, Nc1c(O)nc(O)nc1O, [Na+], [OH-], S=C=Nc1ccccc1. The product is Oc1nc(O)c(NC(=S)Nc2ccccc2)c(O)n1. Reaction SMILES: [CH3:20][C:21](=[O:22])[OH:23].[NH2:1][c:2]1[c:3]([OH:10])[n:4][c:5]([OH:9])[n:6][c:7]1[OH:8].[Na+:25].[OH-:24].[c:11]1([N:17]=[C:18]=[S:19])[cH:12][cH:13][cH:14][cH:15][cH:16]1>>[NH:1]([c:2]1[c:3]([OH:10])[n:4][c:5]([OH:9])[n:6][c:7]1[OH:8])[C:18]([NH:17][c:11]1[cH:12][cH:13][cH:14][cH:15][cH:16]1)=[S:19]. Reactants: CCOCC, CC(C)COC(=O)Cl, [H-], [Na+], C1CCOC1, COC1C(O)CCC2(CO2)C1C1(C)OC1CC=C(C)C. The product is COC1C(OC(=O)OCC(C)C)CCC2(CO2)C1C1(C)OC1CC=C(C)C. Reaction SMILES: [CH3:36][CH2:37][O:38][CH2:39][CH3:40].[Cl:28][C:29](=[O:30])[O:31][CH2:32][CH:33]([CH3:34])[CH3:35].[H-:26].[Na+:27].[O:21]1[CH2:22][CH2:23][CH2:24][CH2:25]1.[OH:1][CH:2]1[CH:3]([O:19][CH3:20])[CH:4]([C:10]2([CH3:18])[O:11][CH:12]2[CH2:13][CH:14]=[C:15]([CH3:16])[CH3:17])[C:5]2([CH2:6][O:7]2)[CH2:8][CH2:9]1>>[O:1]([CH:2]1[CH:3]([O:19][CH3:20])[CH:4]([C:10]2([CH3:18])[O:11][CH:12]2[CH2:13][CH:14]=[C:15]([CH3:16])[CH3:17])[C:5]2([CH2:6][O:7]2)[CH2:8][CH2:9]1)[C:29](=[O:30])[O:31][CH2:32][CH:33]([CH3:34])[CH3:35]. Starting materials: NC1=C(C(=NO1)C)Br (5-amino-4-bromo-3-methylisoxazole), [H-].[Na+] (NaH), COC1=C(CC2=C(C3=C(S2)C=CC=C3)S(=O)(=O)Cl)C=CC=C1 (2-(2-methoxybenzyl)-benzo[b]thiophene-3-sulfonyl chloride). The product is BrC=1C(=NOC1NS(=O)(=O)C=1C2=C(SC1CC1=C(C=CC=C1)OC)C=CC=C2)C (N-(4-bromo-3-methyl-5-isoxazolyl)-2-(2-methoxybenzyl)benzo[b]thiophene-3-sulfonamide), brown solid. Reaction SMILES: [NH2:1][C:2]1[O:6][N:5]=[C:4]([CH3:7])[C:3]=1[Br:8].[H-].[Na+].[CH3:11][O:12][C:13]1[CH:32]=[CH:31][CH:30]=[CH:29][C:14]=1[CH2:15][C:16]1[S:20][C:19]2[CH:21]=[CH:22][CH:23]=[CH:24][C:18]=2[C:17]=1[S:25](Cl)(=[O:27])=[O:26]>C1COCC1>[Br:8][C:3]1[C:4]([CH3:7])=[N:5][O:6][C:2]=1[NH:1][S:25]([C:17]1[C:18]2[CH:24]=[CH:23][CH:22]=[CH:21][C:19]=2[S:20][C:16]=1[CH2:15][C:14]1[CH:29]=[CH:30][CH:31]=[CH:32][C:13]=1[O:12][CH3:11])(=[O:26])=[O:27] |f:1.2|. Yield: 61.0%. Procedure: N-(4-bromo-3-methyl-5-isoxazolyl)-2-(2-methoxybenzyl)benzo[b]thiophene-3-sulfonamide was prepared by the method of Example 41 with 5-amino-4-bromo-3-methylisoxazole (1.0 mmoles, 0.18 g), NaH (2.5 mmoles, 100 mg), 2-(2-methoxybenzyl)-benzo[b]thiophene-3-sulfonyl chloride (1.4 mmoles, 0.49 g) and THF (7ml). Flash chromatography (50% ethyl acetate/hexanes) followed by recrystallization from chloroform and hexanes provided 0.30 g (61%) of a brown solid, m.p. 80°-84° C. Run in C1CCOC1 (THF).